From a dataset of the Open Reaction Database (ORD), a public repository of structured organic reaction records. describe an organic reaction: reactants, conditions, products, and yield Starting materials: CO, CCNCC(CC(=O)OC(C)(C)C)Nc1ccc(C#N)c(Cl)c1, Cl, C1COCCO1. The product is CCN1CC(Nc2ccc(C#N)c(Cl)c2)CC1=O. Reaction SMILES: [CH3:24][OH:25].[Cl:1][c:2]1[cH:3][c:4]([NH:10][CH:11]([CH2:12][C:13](=[O:14])[O:15][C:16]([CH3:17])([CH3:18])[CH3:19])[CH2:20][NH:21][CH2:22][CH3:23])[cH:5][cH:6][c:7]1[C:8]#[N:9].[ClH:26].[O:27]1[CH2:28][CH2:29][O:30][CH2:31][CH2:32]1>>[Cl:1][c:2]1[cH:3][c:4]([NH:10][CH:11]2[CH2:12][C:13](=[O:14])[N:21]([CH2:22][CH3:23])[CH2:20]2)[cH:5][cH:6][c:7]1[C:8]#[N:9]. The reactants are OCC(C)(C)NC(=O)C1=CN(C2=NC=C(N=C21)N2N=C(C1=CC=CC=C21)C2CCN(CC2)C(=O)OC(C)(C)C)COCC[Si](C)(C)C (tert-butyl 4-(1-(7-(1-hydroxy-2-methylpropan-2-ylcarbamoyl)-5-((2-(trimethylsilyl)ethoxy)methyl)-5H-pyrrolo[2,3-b]pyrazin-2-yl)-1H-indazol-3-yl)piperidine-1-carboxylate). Procedure: A stirred solution of tert-butyl 4-(1-(7-(1-hydroxy-2-methylpropan-2-ylcarbamoyl)-5-((2-(trimethylsilyl)ethoxy)methyl)-5H-pyrrolo[2,3-b]pyrazin-2-yl)-1H-indazol-3-yl)piperidine-1-carboxylate (120 mg, 181 μmol) in 2,2,2-trifluoroethanol (2 mL) was heated in a microwave at 150° C. for 4 h. The mixture was concentrated in vacuo and used in the next step without purification. The solvent is FC(CO)(F)F (2,2,2-trifluoroethanol). Reaction SMILES: [OH:1][CH2:2][C:3]([NH:6][C:7]([C:9]1[C:17]2[C:12](=[N:13][CH:14]=[C:15]([N:18]3[C:26]4[C:21](=[CH:22][CH:23]=[CH:24][CH:25]=4)[C:20]([CH:27]4[CH2:32][CH2:31][N:30](C(OC(C)(C)C)=O)[CH2:29][CH2:28]4)=[N:19]3)[N:16]=2)[N:11]([CH2:40][O:41][CH2:42][CH2:43][Si:44]([CH3:47])([CH3:46])[CH3:45])[CH:10]=1)=[O:8])([CH3:5])[CH3:4]>FC(F)(F)CO>[OH:1][CH2:2][C:3]([NH:6][C:7]([C:9]1[C:17]2[C:12](=[N:13][CH:14]=[C:15]([N:18]3[C:26]4[C:21](=[CH:22][CH:23]=[CH:24][CH:25]=4)[C:20]([CH:27]4[CH2:32][CH2:31][NH:30][CH2:29][CH2:28]4)=[N:19]3)[N:16]=2)[N:11]([CH2:40][O:41][CH2:42][CH2:43][Si:44]([CH3:46])([CH3:45])[CH3:47])[CH:10]=1)=[O:8])([CH3:5])[CH3:4]. Product: OCC(C)(C)NC(=O)C1=CN(C2=NC=C(N=C21)N2N=C(C1=CC=CC=C21)C2CCNCC2)COCC[Si](C)(C)C (N-(1-hydroxy-2-methylpropan-2-yl)-2-(3-(piperidin-4-yl)-1H-indazol-1-yl)-5-((2-(trimethylsilyl)ethoxy)methyl)-5H-pyrrolo[2,3-b]pyrazine-7-carboxamide). Reaction SMILES: Cl[C:2]1[N:7]=[C:6]([C:8]2[CH:13]=[CH:12][C:11]([F:14])=[C:10]([F:15])[CH:9]=2)[CH:5]=[C:4]([C:16]([F:19])([F:18])[F:17])[N:3]=1.[Br:20][C:21]1[CH:22]=[C:23](B(O)O)[CH:24]=[CH:25][CH:26]=1>>[Br:20][C:21]1[CH:26]=[C:25]([C:2]2[N:7]=[C:6]([C:8]3[CH:13]=[CH:12][C:11]([F:14])=[C:10]([F:15])[CH:9]=3)[CH:5]=[C:4]([C:16]([F:19])([F:18])[F:17])[N:3]=2)[CH:24]=[CH:23][CH:22]=1. Product: BrC=1C=C(C=CC1)C1=NC(=CC(=N1)C1=CC(=C(C=C1)F)F)C(F)(F)F (2-(3-Bromo-phenyl)-4-(3,4-difluoro-phenyl)-6-trifluoromethyl-pyrimidine), solid. Reported procedure: The title compound was prepared from 2-chloro-4-(3,4-difluoro-phenyl)-6-trifluoromethyl-pyrimidine (example A.46) (1.50 g, 5.1 mmol) and commercially available 3-bromo-benzene-boronic acid (1.23 g, 6.12 mmol) according to the general procedure IVb. Obtained as a white solid (1.23 g, 58%). MS (EI) 416.0 [(M)+]; mp 103° C. Reactants: ClC1=NC(=CC(=N1)C1=CC(=C(C=C1)F)F)C(F)(F)F (2-chloro-4-(3,4-difluoro-phenyl)-6-trifluoromethyl-pyrimidine), BrC=1C=C(C=CC1)B(O)O (3-bromo-benzene-boronic acid). Yield: 58.0%. Reaction SMILES: C([O:4][C@@H:5]1[C@@H:10]([O:11]C(=O)C)[C@@H:9]([O:15]C(=O)C)[C@@H:8]([CH2:19][O:20]C(=O)C)[O:7][C@H:6]1[O:24][C:25]1[C:29]([CH2:30][C:31]2[CH:36]=[CH:35][C:34](/[CH:37]=[CH:38]/[CH2:39][C:40]([OH:42])=O)=[CH:33][CH:32]=2)=[C:28]([CH:43]([CH3:45])[CH3:44])[NH:27][N:26]=1)(=O)C.Cl.C(OC([NH:57][C@@H:58]([CH2:62][CH2:63][CH2:64][CH2:65][NH2:66])[C:59]([NH2:61])=[O:60])=O)C1C=CC=CC=1.Cl.NCC(N)=O>>[NH2:57][C@H:58]([C:59](=[O:60])[NH2:61])[CH2:62][CH2:63][CH2:64][CH2:65][NH:66][C:40]([CH2:39][CH2:38][CH2:37][C:34]1[CH:35]=[CH:36][C:31]([CH2:30][C:29]2[C:25]([O:24][C@@H:6]3[O:7][C@H:8]([CH2:19][OH:20])[C@H:9]([OH:15])[C@H:10]([OH:11])[C@H:5]3[OH:4])=[N:26][NH:27][C:28]=2[CH:43]([CH3:44])[CH3:45])=[CH:32][CH:33]=1)=[O:42] |f:1.2,3.4|. Reported procedure: The title compound was prepared in a similar manner to that described in Example 1 using 3-(2,3,4,6-tetra-O-acetyl-β-D-galactopyranosyloxy)-4-({4-[(1E)-3-carboxyprop-1-enyl]phenyl}methyl)-5-isopropyl-1H-pyrazole and (S)-2-benzyloxycarbonylamino-6-aminohexanamide hydrochloride instead of 3-(2,3,4,6-tetra-O-acetyl-β-D-glucopyranosyloxy)-4-({4-[(1E)-3-carboxyprop-1-enyl]phenyl}methyl)-5-isopropyl-1H-pyrazole and glycinamide hydrochloride, respectively. Yields the product N[C@@H](CCCCNC(=O)CCCC1=CC=C(C=C1)CC=1C(=NNC1C(C)C)O[C@H]1[C@H](O)[C@@H](O)[C@@H](O)[C@H](O1)CO)C(N)=O (4-[(4-{3-[(S)-5-Amino-5-(carbamoyl)pentylcarbamoyl]propyl}phenyl)methyl]-3-(β-D-galactopyranosyloxy)-5-isopropyl-1H-pyrazole). Starting materials: C(C)(=O)O[C@H]1[C@@H](O[C@@H]([C@@H]([C@@H]1OC(C)=O)OC(C)=O)COC(C)=O)OC1=NNC(=C1CC1=CC=C(C=C1)\C=C\CC(=O)O)C(C)C (3-(2,3,4,6-tetra-O-acetyl-β-D-galactopyranosyloxy)-4-({4-[(1E)-3-carboxyprop-1-enyl]phenyl}methyl)-5-isopropyl-1H-pyrazole), Cl.C(C1=CC=CC=C1)OC(=O)N[C@H](C(=O)N)CCCCN ((S)-2-benzyloxycarbonylamino-6-aminohexanamide hydrochloride), Cl.NCC(=O)N (glycinamide hydrochloride). The reactants are CC(C)Cc1cc2c(c(C(F)(F)F)c1)C(=O)N1CCN(C(=O)OC(C)(C)C)CC21, Cl, O. The product is Cl, CC(C)Cc1cc2c(c(C(F)(F)F)c1)C(=O)N1CCNCC21. Reaction SMILES: [C:1]([O:2][C:3](=[O:4])[N:8]1[CH2:9][CH:10]2[N:11]([C:12](=[O:27])[c:13]3[c:14]([C:23]([F:24])([F:25])[F:26])[cH:15][c:16]([CH2:19][CH:20]([CH3:21])[CH3:22])[cH:17][c:18]32)[CH2:28][CH2:29]1)([CH3:5])([CH3:6])[CH3:7].[ClH:30].[OH2:31]>>[ClH:30].[NH:8]1[CH2:9][CH:10]2[N:11]([C:12](=[O:27])[c:13]3[c:14]([C:23]([F:24])([F:25])[F:26])[cH:15][c:16]([CH2:19][CH:20]([CH3:21])[CH3:22])[cH:17][c:18]32)[CH2:28][CH2:29]1.